From a dataset of the Open Reaction Database (ORD), a public repository of structured organic reaction records. describe an organic reaction: reactants, conditions, products, and yield Starting materials: CCOC(C)=O, O=[N+]([O-])c1cnc(-n2cnc3ccc(F)cc32)nc1NC1CCOc2c(F)cccc21, [Pt]. The product is Nc1cnc(-n2cnc3ccc(F)cc32)nc1NC1CCOc2c(F)cccc21. Reaction SMILES: [CH3:32][CH2:33][O:34][C:35]([CH3:36])=[O:37].[F:1][c:2]1[cH:3][cH:4][c:5]2[c:6]([n:7](-[c:10]3[n:11][cH:12][c:13]([N+:28]([O-:29])=[O:30])[c:14]([NH:16][CH:17]4[CH2:18][CH2:19][O:20][c:21]5[c:22]([F:27])[cH:23][cH:24][cH:25][c:26]54)[n:15]3)[cH:8][n:9]2)[cH:31]1.[Pt:38]>>[F:1][c:2]1[cH:3][cH:4][c:5]2[c:6]([n:7](-[c:10]3[n:11][cH:12][c:13]([NH2:28])[c:14]([NH:16][CH:17]4[CH2:18][CH2:19][O:20][c:21]5[c:22]([F:27])[cH:23][cH:24][cH:25][c:26]54)[n:15]3)[cH:8][n:9]2)[cH:31]1.